This data is from the Open Reaction Database (ORD), a public repository of structured organic reaction records. The task is: describe an organic reaction: reactants, conditions, products, and yield Starting materials: C(C=C)(=O)OCCCC (n-butyl acrylate), C (carbon black), 78, C=CC1=CC=CC=C1 (styrene), `Printex. The product is C(=C)C1=C(C=CC=C1)C=C (divinylbenzene), poly-methacrylate. Reaction SMILES: [CH2:1]=[CH:2][C:3]1[CH:8]=[CH:7][CH:6]=[CH:5][CH:4]=1.[C:9](OCCCC)(=O)[CH:10]=C.C>>[CH:2]([C:3]1[CH:8]=[CH:7][CH:6]=[CH:5][C:4]=1[CH:9]=[CH2:10])=[CH2:1]. Procedure: A monomer composition for core consisting of 78 parts of styrene and 22 parts of n-butyl acrylate (giving a copolymer having a calculated glass transition temperature of 50° C.), 7 parts of carbon black (`Printex 150T` trade name; produced by Degussa AG), 1 part of charge control agent (`Aizen Spilon Black TRH` trade name, produced by HODOGAYA Chemical Co.), 0.3 part of divinylbenzene, 0.8 part of poly-methacrylate macromonomer (`AA6` trade name, glass transition temperature of 94° C., produced ...